Dataset: the Open Reaction Database (ORD), a public repository of structured organic reaction records. Task: describe an organic reaction: reactants, conditions, products, and yield Reaction SMILES: Cl.[N+](C1C=CC(NC(NC(=N)CCCC)=O)=CC=1)([O-])=O.Cl.[N+:22]([C:25]1[CH:30]=[CH:29][C:28]([NH:31][C:32]([NH:34][C:35](=[NH:42])[CH2:36][CH2:37][CH2:38][CH2:39][CH2:40][CH3:41])=[S:33])=[CH:27][CH:26]=1)([O-])=O>>[NH2:22][C:25]1[CH:30]=[CH:29][C:28]([NH:31][C:32]([NH:34][C:35](=[NH:42])[CH2:36][CH2:37][CH2:38][CH2:39][CH2:40][CH3:41])=[S:33])=[CH:27][CH:26]=1 |f:0.1,2.3|. Reactants: Cl.[N+](=O)([O-])C1=CC=C(C=C1)NC(=O)NC(CCCC)=N (1-(4-nitrophenyl)-3-(pentanimidoyl)urea hydrochloride), Cl.[N+](=O)([O-])C1=CC=C(C=C1)NC(=S)NC(CCCCCC)=N (1-(4-nitrophenyl)-3-(heptanimidoyl)-2-thiourea hydrochloride). Reported procedure: By following a procedure similar to that described in Example 10 but substituting for 1-(4-nitrophenyl)-3-(pentanimidoyl)urea hydrochloride an equivalent amount of 1-(4-nitrophenyl)-3-(heptanimidoyl)-2-thiourea hydrochloride there is obtained 1-(4-aminophenyl)-3-(heptanimidoyl)-2-thiourea. The product is NC1=CC=C(C=C1)NC(=S)NC(CCCCCC)=N (1-(4-aminophenyl)-3-(heptanimidoyl)-2-thiourea).